Dataset: the Open Reaction Database (ORD), a public repository of structured organic reaction records. Task: describe an organic reaction: reactants, conditions, products, and yield The reactants are C1(=CC=CCC1)C(=O)OC (Methyl 1,3-cyclohexadiene-1-carboxylate), [OH-].[Na+] (sodium hydroxide). Conditions: time 1 hour. Product: C1(=CC=CCC1)C(=O)O (1,3-cyclohexadiene-1-carboxylic acid). Reported procedure: Methyl 1,3-cyclohexadiene-1-carboxylate (914 mg, 6.62 mmol) was dissolved in methanol (10 ml) and a 2N aqueous sodium hydroxide solution (4 ml) was added thereto and the solution was stirred at room temperature for 1 hour. The reaction mixture was concentrated, made acidic with hydrochloric acid and extracted with ethyl acetate. The ethyl acetate layer was washed with an aqueous saturated sodium chloride solution and dried over anhydrous sodium sulfate. The solvent was distilled off under reduce... Solvent: CO (methanol). RXN SMILES: [C:1]1([C:7]([O:9]C)=[O:8])[CH2:6][CH2:5][CH:4]=[CH:3][CH:2]=1.[OH-].[Na+]>CO>[C:1]1([C:7]([OH:9])=[O:8])[CH2:6][CH2:5][CH:4]=[CH:3][CH:2]=1 |f:1.2|. Isolated yield 92.6%. The reactants are O=C([O-])[O-], CN1CCNCC1, CC#N, [O-][n+]1cc(CCl)ccc1Cl, [K+], [K+]. RXN SMILES: [C:18](=[O:19])([O-:20])[O-:21].[CH3:11][N:12]1[CH2:13][CH2:14][NH:15][CH2:16][CH2:17]1.[CH3:24][C:25]#[N:26].[Cl:1][c:2]1[n+:3]([O-:10])[cH:4][c:5]([CH2:8][Cl:9])[cH:6][cH:7]1.[K+:22].[K+:23]>>[Cl:1][c:2]1[n+:3]([O-:10])[cH:4][c:5]([CH2:8][N:15]2[CH2:14][CH2:13][N:12]([CH3:11])[CH2:17][CH2:16]2)[cH:6][cH:7]1. Yields the product CN1CCN(Cc2ccc(Cl)[n+]([O-])c2)CC1.